Dataset: the Open Reaction Database (ORD), a public repository of structured organic reaction records. Task: describe an organic reaction: reactants, conditions, products, and yield Starting materials: O=C(O)c1cn(C2CC2)c2cc(F)c(F)cc2c1=O, OC1(CN2CCCC2)CCNC1. The product is O=C(O)c1cn(C2CC2)c2cc(N3CCC(O)(CN4CCCC4)C3)c(F)cc2c1=O. RXN SMILES: [CH:1]1([n:4]2[cH:5][c:6]([C:17](=[O:18])[OH:19])[c:7](=[O:16])[c:8]3[cH:9][c:10]([F:15])[c:11]([F:14])[cH:12][c:13]23)[CH2:2][CH2:3]1.[N:20]1([CH2:25][C:26]2([OH:31])[CH2:27][NH:28][CH2:29][CH2:30]2)[CH2:21][CH2:22][CH2:23][CH2:24]1>>[CH:1]1([n:4]2[cH:5][c:6]([C:17](=[O:18])[OH:19])[c:7](=[O:16])[c:8]3[cH:9][c:10]([F:15])[c:11]([N:28]4[CH2:27][C:26]([CH2:25][N:20]5[CH2:21][CH2:22][CH2:23][CH2:24]5)([OH:31])[CH2:30][CH2:29]4)[cH:12][c:13]23)[CH2:2][CH2:3]1. Reactants: solution, O (water), FC(C=1C=CC(=C(C(=O)O)C1)I)(F)F (5-Trifluoromethyl-2-iodobenzoic acid), O (Water). Run in C1CCOC1 (THF), C1CCOC1 (THF). Run at time 12 hour. Yields the product FC(C=1C=CC(=C(CO)C1)I)(F)F (5-trifluoromethyl-2-iodobenzyl alcohol). RXN SMILES: [F:1][C:2]([F:14])([F:13])[C:3]1[CH:4]=[CH:5][C:6]([I:12])=[C:7]([CH:11]=1)[C:8](O)=[O:9].O>C1COCC1>[F:13][C:2]([F:1])([F:14])[C:3]1[CH:4]=[CH:5][C:6]([I:12])=[C:7]([CH:11]=1)[CH2:8][OH:9]. Procedure: 5-Trifluoromethyl-2-iodobenzoic acid (50 g, 158 mmol) is dissolved in anhydrous THF (200 mL) and cooled in an ice-salt bath until the temperature reaches −5° C. Borane-THF complex is added dropwise as a 1.0 M solution in THF (350 mL, 350 mmol) at −5° C. After addition is complete, the reaction mixture is slowly warmed to room temperature and stirred for 12 hours. Water (40 mL) is carefully added dropwise (foaming) and the reaction mixture stirred for 30 minutes. Additional water (350 mL) is adde... Reactants: CC(=O)O, O=[N+]([O-])O, Oc1cc2nnnn2c2ccccc12. Product: O=[N+]([O-])c1c(O)c2ccccc2n2nnnc12. RXN SMILES: [CH3:19][C:20](=[O:21])[OH:22].[OH:15][N+:16]([O-:17])=[O:18].[n:1]1[n:2][n:3][c:4]2[n:5]1[c:6]1[cH:7][cH:8][cH:9][cH:10][c:11]1[c:12]([OH:14])[cH:13]2>>[n:1]1[n:2][n:3][c:4]2[n:5]1[c:6]1[cH:7][cH:8][cH:9][cH:10][c:11]1[c:12]([OH:14])[c:13]2[N+:16](=[O:15])[O-:17].